This data is from the Open Reaction Database (ORD), a public repository of structured organic reaction records. The task is: describe an organic reaction: reactants, conditions, products, and yield Starting materials: CCN(C(C)C)C(C)C (DIPEA), [I-].ClC1=[N+](C=CC=C1)C (2-chloro-1-methylpyridinium iodide), BrC1=NC=C(C(=O)NC2=NC=C(C(=O)O)C=C2)C=C1 (6-(6-bromonicotinamido)nicotinic acid), NC1=NC=C(C=C1)Br (2-amino-5-bromopyridine). Run in C1CCOC1 (THF). Run at time 4 day. The product is BrC1=NC=C(C(=O)NC2=NC=C(C=C2)C(NC2=NC=C(C=C2)Br)=O)C=C1 (6-bromo-N-(5-(5-bromopyridin-2-ylcarbamoyl)pyridin-2-yl)nicotinamide). Yield: 13.5%. RXN SMILES: [I-].ClC1C=CC=C[N+]=1C.[Br:10][C:11]1[CH:28]=[CH:27][C:14]([C:15]([NH:17][C:18]2[CH:26]=[CH:25][C:21]([C:22]([OH:24])=O)=[CH:20][N:19]=2)=[O:16])=[CH:13][N:12]=1.[NH2:29][C:30]1[CH:35]=[CH:34][C:33]([Br:36])=[CH:32][N:31]=1.CCN(C(C)C)C(C)C>C1COCC1>[Br:10][C:11]1[CH:28]=[CH:27][C:14]([C:15]([NH:17][C:18]2[CH:26]=[CH:25][C:21]([C:22](=[O:24])[NH:29][C:30]3[CH:35]=[CH:34][C:33]([Br:36])=[CH:32][N:31]=3)=[CH:20][N:19]=2)=[O:16])=[CH:13][N:12]=1 |f:0.1|. Procedure details: 2-chloro-1-methylpyridinium iodide (2.37 g, 18.6 mmol) was added to a suspension of 6-(6-bromonicotinamido)nicotinic acid 4 (2 g, 6.21 mmol) and 2-amino-5-bromopyridine 5 (1.07 g, 6.21 mmol) in THF (100 ml), followed by DIPEA (2.4 g, 18.6 mmol). The reaction mixture was stirred for 4 days at RT. The suspension was filtered off and washed with water (25 ml). The filtrate was concentrated, diluted in chloroform, washed with water and brine, and then dried over Na2SO4. The product precipitated duri... Starting materials: NC=1C=C2CCCN(C2=CC1)CCCN(CCO)C (2-((3-(6-amino-3,4-dihydroquinolin-1(2H)-yl)propyl)(methyl)amino)ethanol), I.S1C(=CC=C1)C(=N)SC (methyl thiophene-2-carbimidothioate hydroiodide). Solvent: O (water), C([O-])([O-])=O.[Na+].[Na+] (sodium carbonate), C(C)O (ethanol). Run at time 8 hour. The product is OCCN(CCCN1CCCC2=CC(=CC=C12)NC(=N)C=1SC=CC1)C (N-(1-(3-((2-Hydroxyethyl)(methyl)amino)propyl)-1,2,3,4-tetrahydroquinolin-6-yl)thiophene-2-carboximidamide). RXN SMILES: [NH2:1][C:2]1[CH:3]=[C:4]2[C:9](=[CH:10][CH:11]=1)[N:8]([CH2:12][CH2:13][CH2:14][N:15]([CH3:19])[CH2:16][CH2:17][OH:18])[CH2:7][CH2:6][CH2:5]2.I.[S:21]1[CH:25]=[CH:24][CH:23]=[C:22]1[C:26](SC)=[NH:27]>C(O)C.O.C(=O)([O-])[O-].[Na+].[Na+]>[OH:18][CH2:17][CH2:16][N:15]([CH3:19])[CH2:14][CH2:13][CH2:12][N:8]1[C:9]2[C:4](=[CH:3][C:2]([NH:1][C:26]([C:22]3[S:21][CH:25]=[CH:24][CH:23]=3)=[NH:27])=[CH:11][CH:10]=2)[CH2:5][CH2:6][CH2:7]1 |f:1.2,5.6.7|. Reported procedure: To a stirred solution of 2-((3-(6-amino-3,4-dihydroquinolin-1(2H)-yl)propyl)(methyl)amino)ethanol (67 mg, 0.254 mmol) in ethanol (4 ml) under argon was added methyl thiophene-2-carbimidothioate hydroiodide (145 mg, 0.509 mmol). The resulting suspension was stirred overnight at room temperature. The reaction mixture was then diluted with water and aqeuous sodium carbonate (sat.) then extracted with dichloromethane (3×). The combined organics were dried, filtered and concentrated, then chromatogra... The reactants are CC(=O)O[BH-](OC(C)=O)OC(C)=O, C=O, CC(Cl)Cl, [Na+], Cc1cc2c(s1)Nc1ccccc1N=C2N1CCNC(COc2ccccc2)C1, CC(O)CC1CNCCN1. The product is Cc1cc2c(s1)Nc1ccccc1N=C2N1CCN(C)C(COc2ccccc2)C1. RXN SMILES: [C:46]([O:47][BH-:48]([O:49][C:50](=[O:51])[CH3:52])[O:53][C:54](=[O:55])[CH3:56])(=[O:57])[CH3:58].[CH2:1]=[O:2].[Cl:32][CH:33]([Cl:34])[CH3:35].[Na+:59].[O:3]([c:4]1[cH:5][cH:6][cH:7][cH:8][cH:9]1)[CH2:10][CH:11]1[CH2:12][N:13]([C:17]2=[N:18][c:19]3[c:20]([cH:28][cH:29][cH:30][cH:31]3)[NH:21][c:22]3[s:23][c:24]([CH3:27])[cH:25][c:26]32)[CH2:14][CH2:15][NH:16]1.[OH:36][CH:37]([CH3:38])[CH2:39][CH:40]1[CH2:41][NH:42][CH2:43][CH2:44][NH:45]1>>[O:3]([c:4]1[cH:5][cH:6][cH:7][cH:8][cH:9]1)[CH2:10][CH:11]1[CH2:12][N:13]([C:17]2=[N:18][c:19]3[c:20]([cH:28][cH:29][cH:30][cH:31]3)[NH:21][c:22]3[s:23][c:24]([CH3:27])[cH:25][c:26]32)[CH2:14][CH2:15][N:16]1[CH3:33]. Reaction SMILES: [CH3:23][N:24]1[CH2:25][CH2:26][CH2:27][C:28]1=[O:29].[H-:11].[NH2:12][c:13]1[cH:14][cH:15][cH:16][c:17]([F:21])[c:18]1[C:19]#[N:20].[Na+:10].[OH2:22].[OH:1][CH2:2][CH2:3][N:4]1[CH2:5][CH2:6][O:7][CH2:8][CH2:9]1>>[O:1]([CH2:2][CH2:3][N:4]1[CH2:5][CH2:6][O:7][CH2:8][CH2:9]1)[c:17]1[cH:16][cH:15][cH:14][c:13]([NH2:12])[c:18]1[C:19]#[N:20]. The product is N#Cc1c(N)cccc1OCCN1CCOCC1. The reactants are CN1CCCC1=O, [H-], N#Cc1c(N)cccc1F, [Na+], O, OCCN1CCOCC1.